From a dataset of the Open Reaction Database (ORD), a public repository of structured organic reaction records. describe an organic reaction: reactants, conditions, products, and yield The reactants are Cn1nccc1B1OCC(C)(C)CO1, COC(=O)c1cc(I)c(Cl)s1, [K+], [K+], O=C([O-])[O-], C1COCCO1, O. Product: COC(=O)c1cc(-c2ccnn2C)c(Cl)s1. As a reaction SMILES: [CH3:18][C:19]1([CH3:20])[CH2:21][O:22][B:23]([c:25]2[cH:26][cH:27][n:28][n:29]2[CH3:30])[O:24][CH2:31]1.[Cl:1][c:2]1[c:3]([I:11])[cH:4][c:5]([C:7](=[O:8])[O:9][CH3:10])[s:6]1.[K+:12].[K+:13].[O-:14][C:15]([O-:16])=[O:17].[O:32]1[CH2:33][CH2:34][O:35][CH2:36][CH2:37]1.[OH2:38]>>[Cl:1][c:2]1[c:3](-[c:25]2[cH:26][cH:27][n:28][n:29]2[CH3:30])[cH:4][c:5]([C:7](=[O:8])[O:9][CH3:10])[s:6]1. Starting materials: C(C)C1=NN(C2=NC(=CC=C21)F)C2CCOCC2 (3-ethyl-6-fluoro-1-(tetrahydro-2H-pyran-4-yl)-1H-pyrazolo[3,4-b]pyridine), [C-]#N.[Na+] (sodium cyanide). Reagents/catalysts: CCCC[N+](CCCC)(CCCC)CCCC.[Br-] (tetra-N-butylammonium bromide). The solvent is CS(=O)C (dimethyl sulfoxide). Reaction conditions: temperature 150 celsius. Yields the product C(C)C1=NN(C2=NC(=CC=C21)C#N)C2CCOCC2 (3-ethyl-1-(tetrahydro-2H-pyran-4-yl)-1H-pyrazolo[3,4-b]pyridine-6-carbonitrile). The yield is 74.0%. As a reaction SMILES: [CH2:1]([C:3]1[C:11]2[C:6](=[N:7][C:8](F)=[CH:9][CH:10]=2)[N:5]([CH:13]2[CH2:18][CH2:17][O:16][CH2:15][CH2:14]2)[N:4]=1)[CH3:2].[C-:19]#[N:20].[Na+]>CCCC[N+](CCCC)(CCCC)CCCC.[Br-].CS(C)=O>[CH2:1]([C:3]1[C:11]2[C:6](=[N:7][C:8]([C:19]#[N:20])=[CH:9][CH:10]=2)[N:5]([CH:13]2[CH2:18][CH2:17][O:16][CH2:15][CH2:14]2)[N:4]=1)[CH3:2] |f:1.2,3.4|. Procedure: A mixture of 3-ethyl-6-fluoro-1-(tetrahydro-2H-pyran-4-yl)-1H-pyrazolo[3,4-b]pyridine (2.92 g, 0.0117 mol), sodium cyanide (3.9 g, 0.079 mol), tetra-N-butylammonium bromide (7.6 g, 0.023 mol) and dimethyl sulfoxide (60 mL) was heated at 150° C. for 2 hours. After cooling, the product was extracted using ethyl acetate (300 mL). The extract was washed with water (5×50 mL) and brine (50 mL), and then concentrated to provide the crude product as a brown solid, which was purified by flash chromatogra... Starting materials: C1CCOC1, CC(=O)OC(C)=O, [Na+], COc1ccc2nccc(C=CCNCC3CN(c4ccc5c(c4)OCCO5)C(=O)O3)c2n1, [OH-]. The product is COc1ccc2nccc(C=CCN(CC3CN(c4ccc5c(c4)OCCO5)C(=O)O3)C(C)=O)c2n1. Reaction SMILES: [CH2:43]1[O:44][CH2:45][CH2:46][CH2:47]1.[CH3:34][C:35](=[O:36])[O:37][C:38](=[O:39])[CH3:40].[Na+:42].[O:1]1[CH2:2][CH2:3][O:4][c:5]2[c:6]1[cH:7][cH:8][c:9]([N:11]1[C:12](=[O:33])[O:13][CH:14]([CH2:16][NH:17][CH2:18][CH:19]=[CH:20][c:21]3[cH:22][cH:23][n:24][c:25]4[cH:26][cH:27][c:28]([O:31][CH3:32])[n:29][c:30]34)[CH2:15]1)[cH:10]2.[OH-:41]>>[O:1]1[CH2:2][CH2:3][O:4][c:5]2[c:6]1[cH:7][cH:8][c:9]([N:11]1[C:12](=[O:33])[O:13][CH:14]([CH2:16][N:17]([CH2:18][CH:19]=[CH:20][c:21]3[cH:22][cH:23][n:24][c:25]4[cH:26][cH:27][c:28]([O:31][CH3:32])[n:29][c:30]34)[C:35]([CH3:34])=[O:36])[CH2:15]1)[cH:10]2. Reactants: CCOC(C)=O, CN(C)C=O, O=C(Nc1ccc(Cl)c(C(F)(F)F)c1)Oc1ccccc1, CNC(=O)c1cc(Oc2ccc(N)cc2)ccn1. RXN SMILES: [CH3:45][CH2:46][O:47][C:48](=[O:49])[CH3:50].[CH:40]([N:41]([CH3:42])[CH3:43])=[O:44].[Cl:1][c:2]1[c:3]([C:18]([F:19])([F:20])[F:21])[cH:4][c:5]([NH:8][C:9]([O:10][c:11]2[cH:12][cH:13][cH:14][cH:15][cH:16]2)=[O:17])[cH:6][cH:7]1.[NH2:22][c:23]1[cH:24][cH:25][c:26]([O:27][c:28]2[cH:29][c:30]([C:34](=[O:35])[NH:36][CH3:37])[n:31][cH:32][cH:33]2)[cH:38][cH:39]1>>[Cl:1][c:2]1[c:3]([C:18]([F:19])([F:20])[F:21])[cH:4][c:5]([NH:8][C:9](=[O:17])[NH:22][c:23]2[cH:24][cH:25][c:26]([O:27][c:28]3[cH:29][c:30]([C:34](=[O:35])[NH:36][CH3:37])[n:31][cH:32][cH:33]3)[cH:38][cH:39]2)[cH:6][cH:7]1. Product: CNC(=O)c1cc(Oc2ccc(NC(=O)Nc3ccc(Cl)c(C(F)(F)F)c3)cc2)ccn1. The reactants are C(C)C1=CC=C(C(=O)O)C=C1 (4-ethylbenzoic acid), S(=O)(Cl)Cl (thionyl chloride), CO (methanol). RXN SMILES: [CH2:1]([C:3]1[CH:11]=[CH:10][C:6]([C:7]([OH:9])=[O:8])=[CH:5][CH:4]=1)[CH3:2].S(Cl)(Cl)=O.[CH3:16]O>>[CH2:1]([C:3]1[CH:11]=[CH:10][C:6]([C:7]([O:9][CH3:16])=[O:8])=[CH:5][CH:4]=1)[CH3:2]. Procedure: A mixture of 4-ethylbenzoic acid (5.12 g), thionyl chloride (3.0 ml) and methanol (150 ml) was heated and refluxed. After 3 hours, the mixture was concentrated under reduced pressure to give methyl 4-ethylbenzoate (5.59 g). this product was used in the subsequent step without purification. Yields the product C(C)C1=CC=C(C(=O)OC)C=C1 (methyl 4-ethylbenzoate). Run at time 3 hour. The reactants are COCOC1=C(C=C(/C=C/C=2C=C(C(=O)O)C=CC2)C=C1C)C ((E)-3-(4-(methoxymethoxy)-3,5-dimethylstyryl)benzoic acid), C(CCl)Cl (EDC), ON1N=NC2=C1N=CC=C2 (1-hydroxy-7-azabenzo-triazole), C(CC)N (propylamine). The reagents and catalysts are CN(C)C=1C=CN=CC1 (DMAP). Run in CN(C)C=O (DMF), CCOC(=O)C (EtOAc). Reaction conditions: time 18 hour. Yields the product OC1=C(C=C(/C=C/C=2C=C(C(=O)NCCC)C=CC2)C=C1C)C ((E)-3-(4-hydroxy-3,5-dimethylstyryl)-N-propylbenzamide). RXN SMILES: COC[O:4][C:5]1[C:21]([CH3:22])=[CH:20][C:8](/[CH:9]=[CH:10]/[C:11]2[CH:12]=[C:13]([CH:17]=[CH:18][CH:19]=2)[C:14]([OH:16])=O)=[CH:7][C:6]=1[CH3:23].C(Cl)CCl.O[N:29]1[C:33]2N=CC=[CH:37][C:32]=2N=N1.C(N)CC>CN(C1C=CN=CC=1)C.CN(C=O)C.CCOC(C)=O>[OH:4][C:5]1[C:6]([CH3:23])=[CH:7][C:8](/[CH:9]=[CH:10]/[C:11]2[CH:12]=[C:13]([CH:17]=[CH:18][CH:19]=2)[C:14]([NH:29][CH2:33][CH2:32][CH3:37])=[O:16])=[CH:20][C:21]=1[CH3:22]. Reported procedure: To a solution of (E)-3-(4-(methoxymethoxy)-3,5-dimethylstyryl)benzoic acid (0.1 g, 0.32 mmol), EDC (0.125 g, 0.64 mmol), 1-hydroxy-7-azabenzo-triazole (HOAT; 87.1 mg, 0.64 mmol), and DMAP (7.8 mg, 0.064 mmol) in 2 mL of DMF was added propylamine (54 μL, 0.64 mmol) at room temperature. The reaction mixture was stirred overnight (about 18 hours) and diluted with EtOAc. The solution was washed with brine and dried with Na2SO4. The solution was filtered and concentrated. Starting materials: ONC(=N)C1=CC=C(C=C1)O (N,4-dihydroxybenzenecarboximidamide), C(C)OC(OCC)OCC (triethoxymethane). Run in O (water). Run at time 8 hour. Yields the product O1N=C(N=C1)C1=CC=C(C=C1)O (4-(1,2,4-oxadiazol-3-yl)phenol). Isolated yield 23.1%. Reaction SMILES: [OH:1][NH:2][C:3]([C:5]1[CH:10]=[CH:9][C:8]([OH:11])=[CH:7][CH:6]=1)=[NH:4].[CH2:12](OC(OCC)OCC)C>O>[O:1]1[CH:12]=[N:4][C:3]([C:5]2[CH:10]=[CH:9][C:8]([OH:11])=[CH:7][CH:6]=2)=[N:2]1. Reported procedure: A mixture of 6.2 parts of N,4-dihydroxybenzenecarboximidamide and 44.6 parts of triethoxymethane was stirred overnight at reflux temperature. The reaction mixture was poured into water and the product was extracted with trichloromethane. The extract was dried, filtered and evaporated. The residue was purified by column chromatography (silica gel; CHCl3 /CH3OH 99:1). The eluent of the desired fraction was evaporated, yielding 1.5 parts (23.1%) of 4-(1,2,4-oxadiazol-3-yl)phenol (interm. 10). Starting materials: [Br-], [Li]C(C)(C)C, C1CCOC1, C[P+](c1ccccc1)(c1ccccc1)c1ccccc1, CCCCCC, CC(C)C(=O)c1ccc(I)cc1, O. Yields the product C=C(c1ccc(I)cc1)C(C)C. RXN SMILES: [Br-:19].[C:1]([Li:2])([CH3:3])([CH3:4])[CH3:5].[CH2:40]1[O:41][CH2:42][CH2:43][CH2:44]1.[CH3:20][P+:21]([c:22]1[cH:23][cH:24][cH:25][cH:26][cH:27]1)([c:28]1[cH:29][cH:30][cH:31][cH:32][cH:33]1)[c:34]1[cH:35][cH:36][cH:37][cH:38][cH:39]1.[CH3:45][CH2:46][CH2:47][CH2:48][CH2:49][CH3:50].[I:6][c:7]1[cH:8][cH:9][c:10]([C:13]([CH:14]([CH3:15])[CH3:16])=[O:17])[cH:11][cH:12]1.[OH2:18]>>[CH2:1]=[C:13]([c:10]1[cH:9][cH:8][c:7]([I:6])[cH:12][cH:11]1)[CH:14]([CH3:15])[CH3:16]. As a reaction SMILES: [Cl:44][CH2:45][Cl:46].[O:8]1[CH2:9][O:10][c:11]2[c:12]1[cH:13][cH:14][c:15]([C:17]1([C:20](=[O:21])[NH:22][c:23]3[cH:24][c:25]4[cH:26][c:27]([C:32]([CH2:33][NH:34][C:35](=[O:36])[O:37][C:38]([CH3:39])([CH3:40])[CH3:41])([CH3:42])[CH3:43])[nH:28][c:29]4[cH:30][cH:31]3)[CH2:18][CH2:19]1)[cH:16]2.[OH:1][C:2]([C:3]([F:4])([F:5])[F:6])=[O:7]>>[O:8]1[CH2:9][O:10][c:11]2[c:12]1[cH:13][cH:14][c:15]([C:17]1([C:20](=[O:21])[NH:22][c:23]3[cH:24][c:25]4[cH:26][c:27]([C:32]([CH2:33][NH2:34])([CH3:42])[CH3:43])[nH:28][c:29]4[cH:30][cH:31]3)[CH2:18][CH2:19]1)[cH:16]2. Reactants: ClCCl, CC(C)(C)OC(=O)NCC(C)(C)c1cc2cc(NC(=O)C3(c4ccc5c(c4)OCO5)CC3)ccc2[nH]1, O=C(O)C(F)(F)F. The product is CC(C)(CN)c1cc2cc(NC(=O)C3(c4ccc5c(c4)OCO5)CC3)ccc2[nH]1. The reactants are TEA, Cl.CC1=NC2=C(N1)C(CC(C2)C)C (2,5,7-Trimethyl-4,5,6,7-tetrahydro-1H-benzimidazole hydrochlorid), FC1=C(C(=O)Cl)C=CC(=C1)F (2,4-difluorobenzoyl chloride). Solvent: C(C)#N (acetonitrile). Reaction conditions: time 24 hour. Product: FC1=C(C(=O)O\C(=C/C2=NC3=C(N2C(C2=C(C=C(C=C2)F)F)=O)CC(CC3C)C)\C3=C(C=C(C=C3)F)F)C=CC(=C1)F ((Z)-2-[1-(2,4-Difluorobenzoyl)-4,6-dimethyl-4,5,6,7-tetrahydro-1H-benzimidazol-2-yl]-1-(2,4-difluorophenyl)ethenyl 2,4-difluorobenzoate). Reaction SMILES: Cl.[CH3:2][C:3]1[NH:7][C:6]2[CH:8]([CH3:13])[CH2:9][CH:10]([CH3:12])[CH2:11][C:5]=2[N:4]=1.[F:14][C:15]1[CH:23]=[C:22]([F:24])[CH:21]=[CH:20][C:16]=1[C:17](Cl)=[O:18]>C(#N)C>[F:14][C:15]1[CH:23]=[C:22]([F:24])[CH:21]=[CH:20][C:16]=1[C:17]([O:18]/[C:17](/[C:16]1[CH:20]=[CH:21][C:22]([F:24])=[CH:23][C:15]=1[F:14])=[CH:2]\[C:3]1[N:4]([C:17](=[O:18])[C:16]2[CH:20]=[CH:21][C:22]([F:24])=[CH:23][C:15]=2[F:14])[C:5]2[CH2:11][CH:10]([CH3:12])[CH2:9][CH:8]([CH3:13])[C:6]=2[N:7]=1)=[O:18] |f:0.1|. Procedure details: 380 mg (1.89 mmol) of 2,5,7-Trimethyl-4,5,6,7-tetrahydro-1H-benzimidazole hydrochloride (example X, step 3) is dissolved in 10 ml acetonitrile. 1.19 ml (8.52 mmol) TEA is added and the solution is cooled with an ice bath. 1.10 g (6.25 mmol) of 2,4-difluorobenzoyl chloride is dropped to the reaction mixture, which then is stirred at rt for 24 h. The solvent is evaporated and water is added to the crude. After it is stirred for a few minutes the water is decanted. This step is repeated twice. The ...